Task: describe an organic reaction: reactants, conditions, products, and yield. Dataset: the Open Reaction Database (ORD), a public repository of structured organic reaction records Solvent: CO (methanol). As a reaction SMILES: [CH3:1][O:2][C:3]1[CH:8]=[CH:7][C:6]([CH2:9][C:10](=O)[CH3:11])=[CH:5][C:4]=1[S:13]([NH2:16])(=[O:15])=[O:14].[CH2:17]([O:19][C:20]1[CH:29]=[CH:28][CH:27]=[CH:26][C:21]=1[O:22][CH2:23][CH2:24][NH2:25])[CH3:18].[H][H].[ClH:32]>[Ni].CO>[CH3:18][CH2:17][O:19][C:20]1[CH:29]=[CH:28][CH:27]=[CH:26][C:21]=1[O:22][CH2:23][CH2:24][NH:25][C@@H:10]([CH2:9][C:6]1[CH:7]=[CH:8][C:3]([O:2][CH3:1])=[C:4]([S:13]([NH2:16])(=[O:15])=[O:14])[CH:5]=1)[CH3:11].[ClH:32] |f:6.7|. Procedure: 2-Methoxy-5-(2-oxopropyl)-benzene sulfonamide (37.3 gm, 153.3 mmol), 2-(2-ethoxyphenoxy)-1-ethanamine (29.8 gm, 164.4 mmol) and methanol (250 mL) were taken into a one liter stainless steel flask and mixed well. Catalyst Raney nickel (8 gm) was added to the flask and the mixture hydrogenated at 50° C. at hydrogen pressure of 40 psi for 30 hrs. The catalyst was removed by filtration and solvent from the filtrate was distilled off completely at 50° C. under vacuum. The dark brown crude obtained wa... Reagents/catalysts: [Ni] (Raney nickel). Reactants: Cl (hydrochloric acid), COC1=C(C=C(C=C1)CC(C)=O)S(=O)(=O)N (2-Methoxy-5-(2-oxopropyl)-benzene sulfonamide), C(C)OC1=C(OCCN)C=CC=C1 (2-(2-ethoxyphenoxy)-1-ethanamine), [H][H] (hydrogen). Yields the product CCOC=1C=CC=CC1OCCN[C@H](C)CC=2C=CC(=C(C2)S(=O)(=O)N)OC.Cl (Tamsulosin hydrochloride). Reactants: ClC=1N=NC(=CC1)Cl (3,6-Dichloropyridazine), C1(CCC1)C(=O)O (cyclobutane carboxylic acid). Solvent: OS(=O)(=O)O (H2SO4), O (water). Run at temperature 70 celsius. Product: ClC=1N=NC(=CC1C1CCC1)Cl (3,6-Dichloro-4-cyclobutylpyridazine). Isolated yield 98.3%. As a reaction SMILES: [Cl:1][C:2]1[N:3]=[N:4][C:5]([Cl:8])=[CH:6][CH:7]=1.[CH:9]1(C(O)=O)[CH2:12][CH2:11][CH2:10]1>O.OS(O)(=O)=O>[Cl:1][C:2]1[N:3]=[N:4][C:5]([Cl:8])=[CH:6][C:7]=1[CH:9]1[CH2:12][CH2:11][CH2:10]1. Reported procedure: 3,6-Dichloropyridazine (10 g) was suspended in water (200 ml) and H2SO4 (19.7 g), cyclobutane carboxylic acid (32.7 g) was added and the reaction degassed under N2 at 70° C. Silver nitrate (2.28 g) was added followed by dropwise addition of ammonium persulfate (45.9 g) in water (120 ml). After an additional 1 h heating at 70° C., the reaction was poured onto ice, basified to pH 8-9 with aqueous ammonium hydroxide and extracted into ethyl acetate (3×500 ml), dried (MgSO4) and evaporated to drynes... The reactants are [BH4-].[Na+] (sodium borohydride), O1C=C(C2=C1C=CC=C2)C(CN2CCC(CC2)NC(OC(C)(C)C)=O)=O (Tert-butyl 1-[2-(Benzofuran-3-yl)-2oxoethyl]-4-piperidylcarbamate). Solvent: C(C)O (ethanol). Product: O1C=C(C2=C1C=CC=C2)C(CN2CCC(CC2)NC(OC(C)(C)C)=O)O (Tert-butyl 1-[2-(Benzofuran-3-yl)-2-hydroxyethyl]-4-piperidylcarbamate). RXN SMILES: [BH4-].[Na+].[O:3]1[C:7]2[CH:8]=[CH:9][CH:10]=[CH:11][C:6]=2[C:5]([C:12](=[O:28])[CH2:13][N:14]2[CH2:19][CH2:18][CH:17]([NH:20][C:21](=[O:27])[O:22][C:23]([CH3:26])([CH3:25])[CH3:24])[CH2:16][CH2:15]2)=[CH:4]1>C(O)C>[O:3]1[C:7]2[CH:8]=[CH:9][CH:10]=[CH:11][C:6]=2[C:5]([CH:12]([OH:28])[CH2:13][N:14]2[CH2:15][CH2:16][CH:17]([NH:20][C:21](=[O:27])[O:22][C:23]([CH3:24])([CH3:26])[CH3:25])[CH2:18][CH2:19]2)=[CH:4]1 |f:0.1|. Procedure: 1.2 g of sodium borohydride are added in portions to a solution of 7.7 g of the product obtained in Step A in 100 ml of ethanol. After 1 hour's reaction, the solution is evaporated, taken up in water, extracted with ethyl acetate, dried and then concentrated under reduced pressure. Chromatography over silica gel (dichloromethane/ethanol: 95/5) enables the expected product to be isolated.